From a dataset of the Open Reaction Database (ORD), a public repository of structured organic reaction records. describe an organic reaction: reactants, conditions, products, and yield The reactants are [Pd] (palladium), Cl[Pd]Cl (PdCl2), S(=O)(=O)(O)CCCN1CC=CC=C1 (1-(3-sulfopropyl)pyridine). The solvent is C(C)O (ethyl alcohol), O (water). Yields the product [Pd](Cl)Cl.S(=O)(=O)(O)CCCN1CC=CC=C1.S(=O)(=O)(O)CCCN1CC=CC=C1.S(=O)(=O)(O)CCCN1CC=CC=C1.S(=O)(=O)(O)CCCN1CC=CC=C1 (tetrakis [1-(3-sulfopropyl)pyridine] palladium (II) chloride). As a reaction SMILES: [Pd].[Cl:2][Pd:3][Cl:4].[S:5]([CH2:9][CH2:10][CH2:11][N:12]1[CH:17]=[CH:16][CH:15]=[CH:14][CH2:13]1)([OH:8])(=[O:7])=[O:6]>O.C(O)C>[Pd:3]([Cl:4])[Cl:2].[S:5]([CH2:9][CH2:10][CH2:11][N:12]1[CH:13]=[CH:14][CH:15]=[CH:16][CH2:17]1)([OH:8])(=[O:6])=[O:7].[S:5]([CH2:9][CH2:10][CH2:11][N:12]1[CH:13]=[CH:14][CH:15]=[CH:16][CH2:17]1)([OH:8])(=[O:6])=[O:7].[S:5]([CH2:9][CH2:10][CH2:11][N:12]1[CH:13]=[CH:14][CH:15]=[CH:16][CH2:17]1)([OH:8])(=[O:6])=[O:7].[S:5]([CH2:9][CH2:10][CH2:11][N:12]1[CH:13]=[CH:14][CH:15]=[CH:16][CH2:17]1)([OH:8])(=[O:6])=[O:7] |f:5.6.7.8.9|. Procedure details: 250 mg of palladium in the form of PdCl2 are reacted under stirring with 1-(3-sulfopropyl)pyridine, in a molar ratio from 1 to 4, at 50° for 20 minutes, in 500 ml of water and 500 ml of ethyl alcohol. Starting materials: CC(C)(C)OC(=O)CBr, CCCC[N+](CCCC)(CCCC)CCCC, [K+], OCCCCOC1CCCCO1, [OH-], O=S(=O)([O-])O, c1ccccc1. The product is CC(C)(C)OC(=O)COCCCCOC1CCCCO1. Reaction SMILES: [Br:15][CH2:16][C:17](=[O:18])[O:19][C:20]([CH3:21])([CH3:22])[CH3:23].[CH2:35]([N+:36]([CH2:37][CH2:38][CH2:39][CH3:40])([CH2:41][CH2:42][CH2:43][CH3:44])[CH2:45][CH2:46][CH2:47][CH3:48])[CH2:49][CH2:50][CH3:51].[K+:14].[O:1]1[CH:2]([O:7][CH2:8][CH2:9][CH2:10][CH2:11][OH:12])[CH2:3][CH2:4][CH2:5][CH2:6]1.[OH-:13].[S:30]([O-:31])([OH:32])(=[O:33])=[O:34].[cH:24]1[cH:25][cH:26][cH:27][cH:28][cH:29]1>>[O:1]1[CH:2]([O:7][CH2:8][CH2:9][CH2:10][CH2:11][O:12][CH2:16][C:17](=[O:18])[O:19][C:20]([CH3:21])([CH3:22])[CH3:23])[CH2:3][CH2:4][CH2:5][CH2:6]1. Starting materials: O=S([O-])c1ccc2cc(-c3ccc(F)cc3)ccc2c1, Cc1cccc(C(C)O)c1I, [Na+]. Yields the product Cc1cccc(C(C)O)c1S(=O)(=O)c1ccc2cc(-c3ccc(F)cc3)ccc2c1. Reaction SMILES: [F:12][c:13]1[cH:14][cH:15][c:16](-[c:19]2[cH:20][c:21]3[cH:22][cH:23][c:24]([S:29](=[O:30])[O-:31])[cH:25][c:26]3[cH:27][cH:28]2)[cH:17][cH:18]1.[I:1][c:2]1[c:3]([CH:9]([CH3:10])[OH:11])[cH:4][cH:5][cH:6][c:7]1[CH3:8].[Na+:32]>>[c:2]1([S:29]([c:24]2[cH:23][cH:22][c:21]3[cH:20][c:19](-[c:16]4[cH:15][cH:14][c:13]([F:12])[cH:18][cH:17]4)[cH:28][cH:27][c:26]3[cH:25]2)(=[O:30])=[O:31])[c:3]([CH:9]([CH3:10])[OH:11])[cH:4][cH:5][cH:6][c:7]1[CH3:8]. Starting materials: COc1c(C#N)ccc(C(=O)O)c1C, CS(C)=O, CCO, [Na+], [OH-], OO. Product: COc1c(C(N)=O)ccc(C(=O)O)c1C. As a reaction SMILES: [C:1](#[N:2])[c:3]1[c:4]([O:13][CH3:14])[c:5]([CH3:12])[c:6]([C:7](=[O:8])[OH:9])[cH:10][cH:11]1.[CH3:19][S:20]([CH3:21])=[O:22].[CH3:23][CH2:24][OH:25].[Na+:16].[OH-:15].[OH:17][OH:18]>>[C:1]([NH2:2])([c:3]1[c:4]([O:13][CH3:14])[c:5]([CH3:12])[c:6]([C:7](=[O:8])[OH:9])[cH:10][cH:11]1)=[O:15]. Starting materials: Cc1ncnc2[nH]cnc12, CC(O)C1(c2ccc(F)cc2F)CO1. Yields the product Cc1ncnc2c1ncn2C(C)C1(c2ccc(F)cc2F)CO1. As a reaction SMILES: [CH3:15][c:16]1[n:17][cH:18][n:19][c:20]2[nH:21][cH:22][n:23][c:24]12.[F:1][c:2]1[c:3]([C:9]2([CH:12]([CH3:13])[OH:14])[O:10][CH2:11]2)[cH:4][cH:5][c:6]([F:8])[cH:7]1>>[F:1][c:2]1[c:3]([C:9]2([CH:12]([CH3:13])[n:21]3[c:20]4[n:19][cH:18][n:17][c:16]([CH3:15])[c:24]4[n:23][cH:22]3)[O:10][CH2:11]2)[cH:4][cH:5][c:6]([F:8])[cH:7]1. Starting materials: C(CCC)[Li] (n-Butyl lithium), S1CSCCC1 (1,3-dithiane), ICCC (1-iodopropane). The solvent is O1CCCC1 (tetrahydrofuran). Conditions: time 2.5 hour. Yields the product C(CC)C1SCCCS1 (2-Propyl-1,3-dithiane). Reaction SMILES: [CH2:1]([Li])[CH2:2][CH2:3][CH3:4].[S:6]1[CH2:11][CH2:10][CH2:9][S:8]C1.ICCC>O1CCCC1>[CH2:2]([CH:1]1[S:8][CH2:9][CH2:10][CH2:11][S:6]1)[CH2:3][CH3:4]. Procedure: n-Butyl lithium (2.5M, 56.32 ml, 141 mmol) was added dropwise to a 500 ml tetrahydrofuran solution of 1,3-dithiane (15.42 g, 128 mmol) at -20°. After stirring for 2.5 hours at -20°, the solution was cooled to -78° and 1-iodopropane (12.5 ml, 128 mmol) was added to it in one portion. The reaction mixture was left for gradual warming (-78° to 0° C.) and overnight stirring (19 hours). Tetrahydrofuran was removed on the rotary evaporator, residue taken in ether (250 ml) and washed with water (200 ml...